This data is from the Open Reaction Database (ORD), a public repository of structured organic reaction records. The task is: describe an organic reaction: reactants, conditions, products, and yield The reactants are O=C1CCC(=O)N1Br, C=C(C)C(=O)c1cn2c(C)c(CC)c(SC)nc2n1, ClC(Cl)Cl. Yields the product C=C(C)C(=O)c1nc2nc(SC)c(CC)c(C)n2c1Br. Reaction SMILES: [Br:20][N:21]1[C:22](=[O:23])[CH2:24][CH2:25][C:26]1=[O:27].[CH2:1]([CH3:2])[c:3]1[c:4]([S:18][CH3:19])[n:5][c:6]2[n:7]([c:8]1[CH3:9])[cH:10][c:11]([C:13]([C:14](=[CH2:15])[CH3:16])=[O:17])[n:12]2.[CH:28]([Cl:29])([Cl:30])[Cl:31]>>[CH2:1]([CH3:2])[c:3]1[c:4]([S:18][CH3:19])[n:5][c:6]2[n:7]([c:8]1[CH3:9])[c:10]([Br:20])[c:11]([C:13]([C:14](=[CH2:15])[CH3:16])=[O:17])[n:12]2. Starting materials: BrC1=CC=C2C=CN=C(C2=C1)NC(C1=CC=CC=C1)=O (N-(7-bromo-1-isoquinolinyl)benzamide), C(=O)C=1C=C2C=CN=C(C2=CC1)NC(C1=CC=CC=C1)=O (N-(6-formyl-1-isoquinolinyl)benzamide). Product: C(=O)C1=CC=C2C=CN=C(C2=C1)NC(C1=CC=CC=C1)=O (N-(7-Formylisoquinolinyl)benzamide). As a reaction SMILES: Br[C:2]1[CH:11]=[C:10]2[C:5]([CH:6]=[CH:7][N:8]=[C:9]2[NH:12][C:13](=[O:20])[C:14]2[CH:19]=[CH:18][CH:17]=[CH:16][CH:15]=2)=[CH:4][CH:3]=1.[CH:21](C1C=C2C(=CC=1)C(NC(=O)C1C=CC=CC=1)=NC=C2)=[O:22]>>[CH:21]([C:2]1[CH:11]=[C:10]2[C:5]([CH:6]=[CH:7][N:8]=[C:9]2[NH:12][C:13](=[O:20])[C:14]2[CH:19]=[CH:18][CH:17]=[CH:16][CH:15]=2)=[CH:4][CH:3]=1)=[O:22]. Reported procedure: N-(7-Formylisoquinolinyl)benzamide was prepared from 37e using the procedure described for 1f but was not purified using column chromatography. The crude aldehyde was transformed into the title compound using the procedure described for 1g folowed by purification using column chromatography on silica gel (toluene/ethyl acetate: 2/1). M.p. 137.5-139.0° C. Starting materials: ClCCCCBr, COC(=O)CS, [Li]CCCC, CCOC(C)=O, C1CCOC1, O. Yields the product COC(=O)CSCCCCCl. Reaction SMILES: [Br:12][CH2:13][CH2:14][CH2:15][CH2:16][Cl:17].[C:1]([CH2:2][SH:3])(=[O:4])[O:5][CH3:6].[CH2:7]([Li:8])[CH2:9][CH2:10][CH3:11].[CH3:24][CH2:25][O:26][C:27](=[O:28])[CH3:29].[O:19]1[CH2:20][CH2:21][CH2:22][CH2:23]1.[OH2:18]>>[C:1]([CH2:2][S:3][CH2:13][CH2:14][CH2:15][CH2:16][Cl:17])(=[O:4])[O:5][CH3:6]. Reactants: C1CCOC1, C=C(CCN)c1c(C)c(CC(=O)OC)cc2ccc(F)cc12, CCOC(C)=O, CCN(C(C)C)C(C)C, O=S(=O)(Cl)c1ccccc1Cl. Product: C=C(CCNS(=O)(=O)c1ccccc1Cl)c1c(C)c(CC(=O)OC)cc2ccc(F)cc12. Reaction SMILES: [CH2:49]1[O:50][CH2:51][CH2:52][CH2:53]1.[CH3:1][O:2][C:3]([CH2:4][c:5]1[cH:6][c:7]2[cH:8][cH:9][c:10]([F:21])[cH:11][c:12]2[c:13]([C:16]([CH2:17][CH2:18][NH2:19])=[CH2:20])[c:14]1[CH3:15])=[O:22].[CH3:43][CH2:44][O:45][C:46](=[O:47])[CH3:48].[CH:34]([N:35]([CH2:36][CH3:37])[CH:38]([CH3:39])[CH3:40])([CH3:41])[CH3:42].[Cl:23][c:24]1[c:25]([S:30](=[O:31])(=[O:32])[Cl:33])[cH:26][cH:27][cH:28][cH:29]1>>[CH3:1][O:2][C:3]([CH2:4][c:5]1[cH:6][c:7]2[cH:8][cH:9][c:10]([F:21])[cH:11][c:12]2[c:13]([C:16]([CH2:17][CH2:18][NH:19][S:30]([c:25]2[c:24]([Cl:23])[cH:29][cH:28][cH:27][cH:26]2)(=[O:31])=[O:32])=[CH2:20])[c:14]1[CH3:15])=[O:22]. The reactants are CC=1N=C(SC1)NC1=NC=CC(=C1)O (2-(4-methylthiazol-2-ylamino)pyridin-4-ol), FC1=CC=C(C#N)C=C1 (4-fluorobenzonitrile), C([O-])([O-])=O.[K+].[K+] (potassium carbonate). The product is CC=1N=C(SC1)NC1=NC=CC(=C1)OC1=CC=C(C#N)C=C1 (4-(2-(4-methylthiazol-2-ylamino)pyridin-4-yloxy)benzonitrile). Yield: 22.2%. RXN SMILES: [CH3:1][C:2]1[N:3]=[C:4]([NH:7][C:8]2[CH:13]=[C:12]([OH:14])[CH:11]=[CH:10][N:9]=2)[S:5][CH:6]=1.F[C:16]1[CH:23]=[CH:22][C:19]([C:20]#[N:21])=[CH:18][CH:17]=1.C(=O)([O-])[O-].[K+].[K+]>>[CH3:1][C:2]1[N:3]=[C:4]([NH:7][C:8]2[CH:13]=[C:12]([O:14][C:16]3[CH:23]=[CH:22][C:19]([C:20]#[N:21])=[CH:18][CH:17]=3)[CH:11]=[CH:10][N:9]=2)[S:5][CH:6]=1 |f:2.3.4|. Procedure details: Following the method of Example 1, Step D, 2-(4-methylthiazol-2-ylamino)pyridin-4-ol (0.100 g, 0.483 mmol), 4-fluorobenzonitrile (0.064 g, 0.531 mmol) and potassium carbonate (0.167 g, 1.21 mmol) were reacted to provide 4-(2-(4-methylthiazol-2-ylamino)pyridin-4-yloxy)benzonitrile (0.033 g; 20.0% yield) as white solid. 1H NMR (CDCl3) δ 8.27 (d, 1H), 7.72 (m, 1H), 7.70 (m, 1H), 7.18 (m, 1H), 7.16 (m, 1H), 6.52 (dd, 1H), 6.49 (m, 1H), 6.38 (s, 1H), 2.28 (d, 3H). HPLC (5 to 95) Rt=2.69 min; Mass spe...